Dataset: the Open Reaction Database (ORD), a public repository of structured organic reaction records. Task: describe an organic reaction: reactants, conditions, products, and yield Procedure: Hydrogen chloride solution (4 M in 1,4-dioxane, 0.4 mL, 1.6 mmol) was added at room temperature to a solution of (R,E)-tert-butyl 4-(4-(1-(4-chloro-2-methylphenyl)-3-(hydroxy-imino)-3-(2-methylpyridin-4-yl)propyl)phenyl)piperidine-1-carboxylate (example 387; 90 mg, 164 μmol) in 1,4-dioxane (5 mL). The reaction mixture was heated at 50° C. for 17 h, then partitioned between sat. aq. sodium hydrogencarbonate solution and ethyl acetate. The organic layer was dried over sodium sulfate, filtered, and... Yields the product ClC1=CC(=C(C=C1)[C@H](C\C(=N/O)\C1=CC(=NC=C1)C)C1=CC=C(C=C1)C1CCNCC1)C ((R,E)-3-(4-chloro-2-methylphenyl)-1-(2-methylpyridin-4-yl)-3-(4-(piperidin-4-yl)phenyl)propan-1-one oxime). Conditions: temperature 50 celsius. Run in O1CCOCC1 (1,4-dioxane). Isolated yield 44.9%. The reactants are Cl (Hydrogen chloride), ClC1=CC(=C(C=C1)[C@H](C\C(\C1=CC(=NC=C1)C)=N/O)C1=CC=C(C=C1)C1CCN(CC1)C(=O)OC(C)(C)C)C ((R,E)-tert-Butyl 4-(4-(1-(4-chloro-2-methylphenyl)-3-(hydroxyimino)-3-(2-methylpyridin-4-yl)propyl)phenyl)piperidine-1-carboxylate). RXN SMILES: Cl.[Cl:2][C:3]1[CH:8]=[CH:7][C:6]([C@@H:9]([C:21]2[CH:26]=[CH:25][C:24]([CH:27]3[CH2:32][CH2:31][N:30](C(OC(C)(C)C)=O)[CH2:29][CH2:28]3)=[CH:23][CH:22]=2)[CH2:10]/[C:11](=[N:19]\[OH:20])/[C:12]2[CH:17]=[CH:16][N:15]=[C:14]([CH3:18])[CH:13]=2)=[C:5]([CH3:40])[CH:4]=1>O1CCOCC1>[Cl:2][C:3]1[CH:8]=[CH:7][C:6]([C@@H:9]([C:21]2[CH:22]=[CH:23][C:24]([CH:27]3[CH2:28][CH2:29][NH:30][CH2:31][CH2:32]3)=[CH:25][CH:26]=2)[CH2:10]/[C:11](/[C:12]2[CH:17]=[CH:16][N:15]=[C:14]([CH3:18])[CH:13]=2)=[N:19]\[OH:20])=[C:5]([CH3:40])[CH:4]=1. Reactants: CO, NN, COC(=O)c1ccc2nc3c(cc2c1)CC1(C3)C(=O)N(COCC[Si](C)(C)C)c2ncccc21. Yields the product C[Si](C)(C)CCOCN1C(=O)C2(Cc3cc4cc(C(=O)NN)ccc4nc3C2)c2cccnc21. Reaction SMILES: [CH3:37][OH:38].[NH2:35][NH2:36].[O:1]=[C:2]1[N:3]([CH2:27][O:28][CH2:29][CH2:30][Si:31]([CH3:32])([CH3:33])[CH3:34])[c:4]2[n:5][cH:6][cH:7][cH:8][c:9]2[C:10]12[CH2:11][c:12]1[c:13]([n:14][c:15]3[cH:16][cH:17][c:18]([C:22]([O:24][CH3:23])=[O:25])[cH:19][c:20]3[cH:21]1)[CH2:26]2>>[O:1]=[C:2]1[N:3]([CH2:27][O:28][CH2:29][CH2:30][Si:31]([CH3:32])([CH3:33])[CH3:34])[c:4]2[n:5][cH:6][cH:7][cH:8][c:9]2[C:10]12[CH2:11][c:12]1[c:13]([n:14][c:15]3[cH:16][cH:17][c:18]([C:22](=[O:24])[NH:35][NH2:36])[cH:19][c:20]3[cH:21]1)[CH2:26]2. Product: NC1=C(NC=C1)C(=O)OCC (3-amino-2-ethoxycarbonylpyrrole). The reactants are Cl.NC1=C(NC=C1)C(=O)OCC (3-amino-2-ethoxycarbonylpyrrole hydrochloride), [OH-].[Na+] (sodium hydroxide). Reported procedure: A 2 l conical flask is charged, with magnetic stirring, with 50 g of 3-amino-2-ethoxycarbonylpyrrole hydrochloride and 0.204 l of 2N sodium hydroxide solution. The mixture is stirred for 15 minutes at ambient temperature (AT), and then extracted with 3×0.3 l of dichloromethane. The organic phases are combined, dried over MgSO4 and concentrated to dryness under reduced pressure. The residue is triturated with n-pentane, filtered and dried under reduced pressure to a constant weight, to give 36.4 ... As a reaction SMILES: Cl.[NH2:2][C:3]1[CH:7]=[CH:6][NH:5][C:4]=1[C:8]([O:10][CH2:11][CH3:12])=[O:9].[OH-].[Na+]>>[NH2:2][C:3]1[CH:7]=[CH:6][NH:5][C:4]=1[C:8]([O:10][CH2:11][CH3:12])=[O:9] |f:0.1,2.3|. Run at time 15 minute. Yield: 90.0%.